Dataset: the Open Reaction Database (ORD), a public repository of structured organic reaction records. Task: describe an organic reaction: reactants, conditions, products, and yield Starting materials: Cl[Si](C)(C)C (chlorotrimethylsilane), C(CCC)[Li] (n-butyl lithium), C(CC(C)C)(=O)OCC (ethyl isovalerate), C(C)(C)NC(C)C (diisopropylamine). Run in O1CCCC1 (tetrahydrofuran). Run at temperature 0 celsius, time 15 minute. The product is C[Si](OC(=CC(C)C)OCC)(C)C (1-trimethylsilyloxy-1-ethoxy-3-methylbutene). Isolated yield 197.3%. Reaction SMILES: C(NC(C)C)(C)C.C([Li])CCC.[C:13]([O:19][CH2:20][CH3:21])(=[O:18])[CH2:14][CH:15]([CH3:17])[CH3:16].Cl[Si:23]([CH3:26])([CH3:25])[CH3:24]>O1CCCC1>[CH3:24][Si:23]([CH3:26])([CH3:25])[O:18][C:13]([O:19][CH2:20][CH3:21])=[CH:14][CH:15]([CH3:17])[CH3:16]. Procedure details: A 2 liter flask was equipped with a mechanical stirrer, addition funnel, reflux condenser, nitrogen inlet and thermometer. The flask was dried with external heat and then charged with 563 milliliters of dry tetrahydrofuran, 75.9 grams (0.75 mol) of diisopropylamine and cooled to 0° C. Over a 30 minute period 523 milliliters of 1.6 M n-butyl lithium (0.94 mol) was added dropwise. The reaction mixture was stirred at 0° C. for 15 minutes, then cooled to -76° C. in a dry ice-acetone bath and 97.65 g... Reactants: ClCCCl, C1CCOC1, CNC, On1nnc2ccccc21, O=C(O)Cc1cccc(-c2cccc3[nH]ccc23)c1. Yields the product CN(C)C(=O)Cc1cccc(-c2cccc3[nH]ccc23)c1. As a reaction SMILES: [CH2:23]([Cl:24])[CH2:25][Cl:26].[CH2:37]1[O:38][CH2:39][CH2:40][CH2:41]1.[CH3:1][NH:2][CH3:3].[OH:27][n:28]1[c:29]2[c:30]([cH:31][cH:32][cH:33][cH:34]2)[n:35][n:36]1.[nH:4]1[cH:5][cH:6][c:7]2[c:8](-[c:13]3[cH:14][c:15]([CH2:19][C:20](=[O:21])[OH:22])[cH:16][cH:17][cH:18]3)[cH:9][cH:10][cH:11][c:12]12>>[CH3:1][N:2]([CH3:3])[C:20]([CH2:19][c:15]1[cH:14][c:13](-[c:8]2[c:7]3[cH:6][cH:5][nH:4][c:12]3[cH:11][cH:10][cH:9]2)[cH:18][cH:17][cH:16]1)=[O:22]. The reactants are BrC1=NC=2N(C=3N(C(C2N1CC1=CC=C(C=C1)OC)=O)C(=NN3)C)CCCCC (7-bromo-6-(4-methoxybenzyl)-3-methyl-9-pentyl-6,9-dihydro-5h-[1,2,4]triazolo[4,3-a]purin-5-one), C(CCC)[Sn](C=1SC=CN1)(CCCC)CCCC (2-(tributylstannyl)-1,3-thiazole). The reagents and catalysts are C=1C=CC(=CC1)[P](C=2C=CC=CC2)(C=3C=CC=CC3)[Pd]([P](C=4C=CC=CC4)(C=5C=CC=CC5)C=6C=CC=CC6)([P](C=7C=CC=CC7)(C=8C=CC=CC8)C=9C=CC=CC9)[P](C=1C=CC=CC1)(C=1C=CC=CC1)C=1C=CC=CC1 (tetrakis(triphenylphosphine)palladium(0)). Solvent: C1(=CC=CC=C1)C (toluene). Product: COC1=CC=C(CN2C(=NC=3N(C=4N(C(C23)=O)C(=NN4)C)CCCCC)C=4SC=CN4)C=C1 (6-(4-methoxybenzyl)-3-methyl-9-pentyl-7-(1,3-thiazol-2-yl)-6,9-dihydro-5H-[1,2,4]triazolo[4,3-a]purin-5-one). Isolated yield 78.4%. As a reaction SMILES: Br[C:2]1[N:10]([CH2:11][C:12]2[CH:17]=[CH:16][C:15]([O:18][CH3:19])=[CH:14][CH:13]=2)[C:9]2[C:8](=[O:20])[N:7]3[C:21]([CH3:24])=[N:22][N:23]=[C:6]3[N:5]([CH2:25][CH2:26][CH2:27][CH2:28][CH3:29])[C:4]=2[N:3]=1.C([Sn](CCCC)(CCCC)[C:35]1[S:36][CH:37]=[CH:38][N:39]=1)CCC>C1(C)C=CC=CC=1.C1C=CC([P]([Pd]([P](C2C=CC=CC=2)(C2C=CC=CC=2)C2C=CC=CC=2)([P](C2C=CC=CC=2)(C2C=CC=CC=2)C2C=CC=CC=2)[P](C2C=CC=CC=2)(C2C=CC=CC=2)C2C=CC=CC=2)(C2C=CC=CC=2)C2C=CC=CC=2)=CC=1>[CH3:19][O:18][C:15]1[CH:16]=[CH:17][C:12]([CH2:11][N:10]2[C:9]3[C:8](=[O:20])[N:7]4[C:21]([CH3:24])=[N:22][N:23]=[C:6]4[N:5]([CH2:25][CH2:26][CH2:27][CH2:28][CH3:29])[C:4]=3[N:3]=[C:2]2[C:35]2[S:36][CH:37]=[CH:38][N:39]=2)=[CH:13][CH:14]=1 |^1:58,60,79,98|. Reported procedure: To the mixture of 7-bromo-6-(4-methoxybenzyl)-3-methyl-9-pentyl-6,9-dihydro-5h-[1,2,4]triazolo[4,3-a]purin-5-one (100 mg, 0.22 mmol), 2-(tributylstannyl)-1,3-thiazole (122 mg, 0.33 mmol) in toluene (14 mL) was added tetrakis(triphenylphosphine)palladium(0) (12.6 mg, 0.011 mmol) under N2. The mixture was refluxed overnight. The reaction mixture was concentrated in vacuo. The crude residue was purified using preparative LCMS to yield the desired product (80 mg, 79%). LCMS calculated for C23H26N7O2... The reactants are COC(=O)c1ccsc1NC(C)=O, ClC(Cl)(Cl)Cl, ClC(Cl)Cl, Cl, c1ccncc1. Yields the product COC(=O)c1cc(Cl)sc1NC(C)=O. RXN SMILES: [C:1]([CH3:2])(=[O:3])[NH:4][c:5]1[s:6][cH:7][cH:8][c:9]1[C:10](=[O:11])[O:12][CH3:13].[C:25]([Cl:26])([Cl:27])([Cl:28])[Cl:29].[CH:14]([Cl:15])([Cl:16])[Cl:17].[Cl:24].[cH:18]1[cH:19][cH:20][n:21][cH:22][cH:23]1>>[C:1]([CH3:2])(=[O:3])[NH:4][c:5]1[s:6][c:7]([Cl:15])[cH:8][c:9]1[C:10](=[O:11])[O:12][CH3:13]. Reactants: C(C)(=O)N1[C@H](CN(CC1)N=O)C ((S)-1-acetyl-2-methyl-4-nitrosopiperazine). Reagents/catalysts: [Zn] (zinc). Run in O (water), C(C)(=O)O (acetic acid). Reaction conditions: temperature 55 celsius, time 2 hour. Yields the product C(C)(=O)N1[C@H](CN(CC1)N)C ((S)-1-acetyl-4-amino-2-methylpiperazine). Isolated yield 99.6%. RXN SMILES: [C:1]([N:4]1[CH2:9][CH2:8][N:7]([N:10]=O)[CH2:6][C@@H:5]1[CH3:12])(=[O:3])[CH3:2]>O.C(O)(=O)C.[Zn]>[C:1]([N:4]1[CH2:9][CH2:8][N:7]([NH2:10])[CH2:6][C@@H:5]1[CH3:12])(=[O:3])[CH3:2]. Reported procedure: To a mixture of (S)-1-acetyl-2-methyl-4-nitrosopiperazine (350 mg) in water (2 ml) and acetic acid (0.59 ml) was added zinc powder (401 mg) as portions during the period of 2 hours at 8-13° C. (exothermic reaction) with ice-water cooling bath. After removal of the bath, the temperature was raised till 55° C. and the reaction mixture was additionally stirred at 45° C. for 2 hours. The zinc residue was filtered off and washed with methanol (10 ml) on the Celite. The combined filtrate was added int... The reactants are BrC1=CC=C(C=C1)C(=O)C1=CC=C(C=C1)OC ((4-Bromo-phenyl)-(4-methoxy-phenyl)-methanone), C(C)[SiH](CC)CC (triethylsilane), [OH-].[Na+] (NaOH), ice water. The solvent is C(=O)(C(F)(F)F)O (TFA). Reaction conditions: time 16 hour. Yields the product COC1=CC=C(C=C1)CC1=CC=C(C=C1)Br (4-Methoxy(4-bromo-benzyl)-benzene). Isolated yield 101.5%. As a reaction SMILES: [Br:1][C:2]1[CH:7]=[CH:6][C:5]([C:8]([C:10]2[CH:15]=[CH:14][C:13]([O:16][CH3:17])=[CH:12][CH:11]=2)=O)=[CH:4][CH:3]=1.C([SiH](CC)CC)C.[OH-].[Na+]>C(O)(C(F)(F)F)=O>[CH3:17][O:16][C:13]1[CH:12]=[CH:11][C:10]([CH2:8][C:5]2[CH:6]=[CH:7][C:2]([Br:1])=[CH:3][CH:4]=2)=[CH:15][CH:14]=1 |f:2.3|. Procedure: To a solution of the product from step 1 (0.5 g, 1.6 mmol) in TFA (1 mL) was added triethylsilane (0.5 mL, 25 mmol) at 0° C. The resulting mixture was allowed to warm to rt and stir at rt for 16 h. The mixture was poured onto 30 mL ice-water solution, neutralized with aq NaOH (2N) to pH=6-7, and then extracted with EtOAc (2×20 mL). The combined organic layers were washed with water (5×20 mL) and brine (20 mL). and dried over anhy. Na2SO4. The solvent was removed in vacuo to obtain the crude prod... Reaction SMILES: [CH2:38]([N+:39]([CH3:40])([CH3:41])[CH3:42])[CH2:43][CH2:44][CH2:45][CH2:46][CH2:47][CH2:48][CH2:49][CH2:50][CH2:51][CH2:52][CH2:53][CH2:54][CH2:55][CH2:56][CH3:57].[CH3:1][O:2][c:3]1[c:4]([CH:5]=[O:6])[cH:7][c:8](-[c:11]2[s:12][cH:13][cH:14][cH:15]2)[cH:9][cH:10]1.[Cl-:34].[Cl-:37].[K+:36].[Na+:33].[OH-:35].[OH:16][c:17]1[c:18]([O:26][CH3:27])[cH:19][c:20]([C:23]([CH3:24])=[O:25])[cH:21][cH:22]1.[S:28](=[O:29])(=[O:30])([OH:31])[OH:32]>>[CH3:1][O:2][c:3]1[c:4]([CH:5]=[CH:24][C:23]([c:20]2[cH:19][c:18]([O:26][CH3:27])[c:17]([OH:16])[cH:22][cH:21]2)=[O:25])[cH:7][c:8](-[c:11]2[s:12][cH:13][cH:14][cH:15]2)[cH:9][cH:10]1. Product: COc1cc(C(=O)C=Cc2cc(-c3cccs3)ccc2OC)ccc1O. The reactants are CCCCCCCCCCCCCCCC[N+](C)(C)C, COc1ccc(-c2cccs2)cc1C=O, [Cl-], [Cl-], [K+], [Na+], [OH-], COc1cc(C(C)=O)ccc1O, O=S(=O)(O)O. Starting materials: [BH4-].[Na+] (sodium borohydride), O (water), C12OC(C3OC(CC(C1)O3)C2)=O (2,5,11-trioxatricyclo[4,3,1,14,8 ]undecan-3-one), [BH4-].[Na+] (sodium borohydride), O (water). Reagents/catalysts: C(C)(=O)O (acetic acid). The solvent is CO (methanol). Yields the product OCC1OC2CC(CC(O1)C2)O (3-hydroxymethyl-2,4-dioxabicyclo [3,3,1]nonan-7-ol). Reaction SMILES: [CH:1]12[CH2:11][CH:6]3[CH2:7][CH:8]([O:10][CH:4]([O:5]3)[C:3](=[O:12])[O:2]1)[CH2:9]2.[BH4-].[Na+].O>CO.C(O)(=O)C>[OH:12][CH2:3][CH:4]1[O:10][CH:8]2[CH2:7][CH:6]([CH2:11][CH:1]([OH:2])[CH2:9]2)[O:5]1 |f:1.2|. Reported procedure: To a solution of 340 mg (2mmols) of 2,5,11-trioxatricyclo[4,3,1,14,8 ]undecan-3-one in 10 ml of methanol are added all at once 150 mg of sodium borohydride while stirring and cooling to 12°-15°C(water bath). After 11/2 hours, during which time the bath temperature is allowed to rise to 20°C, a further 150 mg of sodium borohydride are added and the mixture is stirred for 21/2 hours at 20°C. The reaction mixture is then treated with 10 ml of water, the pH adjusted to 8 with a few drops of acetic a...